From a dataset of the Open Reaction Database (ORD), a public repository of structured organic reaction records. describe an organic reaction: reactants, conditions, products, and yield Starting materials: [Al+3], CC(=O)Cl, Cc1cc2c(c(C)c1NC(=O)CC(C)(C)C)C(c1ccc(C(C)C)cc1)CO2, [Cl-], [Cl-], [Cl-], ClCCl. Yields the product CC(=O)c1c(C)c(NC(=O)CC(C)(C)C)c(C)c2c1OCC2c1ccc(C(C)C)cc1. Reaction SMILES: [Al+3:30].[CH3:33][C:34]([Cl:35])=[O:36].[CH:1]([CH3:2])([CH3:3])[c:4]1[cH:5][cH:6][c:7]([CH:10]2[CH2:11][O:12][c:13]3[c:14]2[c:15]([CH3:28])[c:16]([NH:20][C:21]([CH2:22][C:23]([CH3:24])([CH3:25])[CH3:26])=[O:27])[c:17]([CH3:19])[cH:18]3)[cH:8][cH:9]1.[Cl-:29].[Cl-:31].[Cl-:32].[Cl:37][CH2:38][Cl:39]>>[CH:1]([CH3:2])([CH3:3])[c:4]1[cH:5][cH:6][c:7]([CH:10]2[CH2:11][O:12][c:13]3[c:14]2[c:15]([CH3:28])[c:16]([NH:20][C:21]([CH2:22][C:23]([CH3:24])([CH3:25])[CH3:26])=[O:27])[c:17]([CH3:19])[c:18]3[C:34]([CH3:33])=[O:36])[cH:8][cH:9]1. Reactants: C(C)OC(=O)C1CCN(CC1)C(=O)OC(C)(C)C (piperidine-1,4-dicarboxylic acid-1-tert-butyl ester 4-ethyl ester), CI (methyl iodide), [Cl-].[NH4+] (ammonium chloride), C(CCC)[Li] (n-Butyllithium), C(C)(C)NC(C)C (diisopropyl amine). Run in O1CCCC1 (tetrahydrofuran), CN(P(=O)(N(C)C)N(C)C)C (Hexamethyl phosphoramide), O1CCCC1 (tetrahydrofuran). Conditions: temperature -70 celsius, time 30 minute. Yields the product C(C)OC(=O)C1(CCN(CC1)C(=O)OC(C)(C)C)C (4-methyl piperidine-1,4-dicarboxylic acid-1-tert-butylester-4-ethyl ester). RXN SMILES: [CH2:1]([Li])CCC.C(NC(C)C)(C)C.[CH2:13]([O:15][C:16]([CH:18]1[CH2:23][CH2:22][N:21]([C:24]([O:26][C:27]([CH3:30])([CH3:29])[CH3:28])=[O:25])[CH2:20][CH2:19]1)=[O:17])[CH3:14].CI.[Cl-].[NH4+]>O1CCCC1.CN(C)P(N(C)C)(N(C)C)=O>[CH2:13]([O:15][C:16]([C:18]1([CH3:1])[CH2:23][CH2:22][N:21]([C:24]([O:26][C:27]([CH3:29])([CH3:28])[CH3:30])=[O:25])[CH2:20][CH2:19]1)=[O:17])[CH3:14] |f:4.5|. Procedure details: n-Butyllithium (15% solution in n-hexane; 82 mL, 0.19 mol) is added to a stirred solution of diisopropyl amine (28.75 mL, 0.20 mol) in tetrahydrofuran (400 mL) at −70° C. under an atmosphere of nitrogen and stirred for 30 minutes. A solution of piperidine-1,4-dicarboxylic acid-1-tert-butyl ester 4-ethyl ester (30 g, 0.12 mol) in tetrahydrofuran (80 mL) is introduced at −70° C. Hexamethyl phosphoramide (45 mL) is added and reaction mixture is allowed to stir till the temperature reaches at −45° C...